This data is from the Open Reaction Database (ORD), a public repository of structured organic reaction records. The task is: describe an organic reaction: reactants, conditions, products, and yield The reactants are O=C(NC1=C(F)C(F)=C(C(F)=C1F)C(F)(F)F)C2(CC)CCC2. Reagents/catalysts: [B-](F)(F)(F)F.CC[N+](CC)(CC)CC, [K].O=C(O)O, N=1C(OC)=CC(OC)=C2C=CC=CC12, O=C(O)C, O1B(OC(C)(C)C1(C)C)B2OC(C)(C)C(O2)(C)C, [Pd].O=C(O)C. Solvent: N#CC. Conditions: temperature 80 celsius, time 15 hour. The product is O=C(NC1=C(F)C(F)=C(C(F)=C1F)C(F)(F)F)C2(CC)CCC2B3OC(C)(C)C(O3)(C)C. Yield: 82.0%. Starting materials: CC(C)(C)NC1CCC(c2ccccc2)(c2ccccc2)C1, CS(=O)(=O)O, CO, ClC(Cl)Cl. Product: CC(C)(C)NC1CCC(c2ccccc2)(c2ccccc2)C1, CS(=O)(=O)O. Reaction SMILES: [C:1]([CH3:2])([CH3:3])([CH3:4])[NH:5][CH:6]1[CH2:7][C:8]([c:11]2[cH:12][cH:13][cH:14][cH:15][cH:16]2)([c:17]2[cH:18][cH:19][cH:20][cH:21][cH:22]2)[CH2:9][CH2:10]1.[CH3:23][S:24]([OH:25])(=[O:26])=[O:27].[CH3:32][OH:33].[CH:28]([Cl:29])([Cl:30])[Cl:31]>>[C:1]([CH3:2])([CH3:3])([CH3:4])[NH:5][CH:6]1[CH2:7][C:8]([c:11]2[cH:12][cH:13][cH:14][cH:15][cH:16]2)([c:17]2[cH:18][cH:19][cH:20][cH:21][cH:22]2)[CH2:9][CH2:10]1.[CH3:23][S:24](=[O:25])(=[O:26])[OH:27]. The reactants are BrCC1OCCCC1 (2-(bromomethyl)tetrahydro-2H-pyran), NC1=CC=CC=C1 (aniline). Solvent: Cl (hydrochloric acid). Conditions: temperature 100 celsius. The product is C1(=CC=CC=C1)NCC1OCCCC1 (Tetrahydro-N-phenyl-2H-pyran-2-methanamine). Yield: 73.6%. RXN SMILES: Br[CH2:2][CH:3]1[CH2:8][CH2:7][CH2:6][CH2:5][O:4]1.[NH2:9][C:10]1[CH:15]=[CH:14][CH:13]=[CH:12][CH:11]=1>Cl>[C:10]1([NH:9][CH2:2][CH:3]2[CH2:8][CH2:7][CH2:6][CH2:5][O:4]2)[CH:15]=[CH:14][CH:13]=[CH:12][CH:11]=1. Reported procedure: A mixture of 2-(bromomethyl)tetrahydro-2H-pyran (100 g, 0.558 mol) and aniline (155.96 g, 1.67 mol) was heated at 100° C. under nitrogen overnight and cooled to room temperature. A 3N hydrochloric acid solution (400 mL) was added and the aqueous layer was washed three times with isopropyl ether. The aqueous layer was made basic with 50% sodium hydroxide solution, and the product was extracted three times into isopropyl ether. The combined organic extracts were washed once with water and evaporat...